From a dataset of the Open Reaction Database (ORD), a public repository of structured organic reaction records. describe an organic reaction: reactants, conditions, products, and yield As a reaction SMILES: Cl.[F:2][C:3]1[CH:4]=[C:5]([CH:11]2[CH2:16][CH:15]([C:17]([O:19][CH3:20])=[O:18])[CH2:14][CH2:13][NH:12]2)[CH:6]=[C:7]([F:10])[C:8]=1[F:9].CCN(C(C)C)C(C)C.[C:30](Cl)(=[O:33])[O:31][CH3:32]>C(Cl)Cl>[F:10][C:7]1[CH:6]=[C:5]([CH:11]2[CH2:16][CH:15]([C:17]([O:19][CH3:20])=[O:18])[CH2:14][CH2:13][N:12]2[C:30]([O:31][CH3:32])=[O:33])[CH:4]=[C:3]([F:2])[C:8]=1[F:9] |f:0.1|. Procedure: Methyl 2-(3,4,5-trifluorophenyl)piperidine-4-carboxylate hydrochloride (2.75 g, 8.88 mmol) was dissolved into DCM (50 mL), then DIPEA (3.88 mL, 22.20 mmol) was added. Methyl carbonochloridate (0.979 mL, 12.43 mmol) was added dropwise to the solution. The mixture was stirred at room temperature for 4 h. The mixture was washed with HCl (0.1 M, 100 mL) and satd NaHCO3 (100 mL), then dried through a phase-separator and evaporated yielding dimethyl 2-(3,4,5-trifluorophenyl)piperidine-1,4-dicarboxylat... Yield: 94.2%. Yields the product FC=1C=C(C=C(C1F)F)C1N(CCC(C1)C(=O)OC)C(=O)OC (dimethyl 2-(3,4,5-trifluorophenyl)piperidine-1,4-dicarboxylate). The solvent is C(Cl)Cl (DCM). Starting materials: CCN(C(C)C)C(C)C (DIPEA), Cl.FC=1C=C(C=C(C1F)F)C1NCCC(C1)C(=O)OC (Methyl 2-(3,4,5-trifluorophenyl)piperidine-4-carboxylate hydrochloride), C(OC)(=O)Cl (Methyl carbonochloridate). Conditions: time 4 hour. As a reaction SMILES: F[C:2]1[CH:7]=[CH:6][CH:5]=[C:4]([F:8])[C:3]=1[CH:9]=[O:10].[C:11]1([CH2:17][CH2:18][N:19]2[CH2:24][CH2:23][NH:22][CH2:21][CH2:20]2)[CH:16]=[CH:15][CH:14]=[CH:13][CH:12]=1.C(=O)([O-])[O-:26].[K+].[K+]>CN(C)C=O>[C:11]1([CH2:17][CH2:18][N:19]2[CH2:20][CH2:21][N:22]([C:5]3[CH:6]=[CH:7][CH:2]=[C:3]([C:9]([OH:10])=[O:26])[C:4]=3[F:8])[CH2:23][CH2:24]2)[CH:16]=[CH:15][CH:14]=[CH:13][CH:12]=1 |f:2.3.4|. Yield: 59.6%. Run in CN(C=O)C (dimethylformamide). Starting materials: FC1=C(C(=CC=C1)F)C=O (2,6-difluorobenzenaldehyde), C([O-])([O-])=O.[K+].[K+] (potassium carbonate), C1(=CC=CC=C1)CCN1CCNCC1 (1-(2-phenylethyl)-piperazine). Yields the product C1(=CC=CC=C1)CCN1CCN(CC1)C1=C(C(=CC=C1)C(=O)O)F (4-(2-phenylethyl)-1-(3-carboxy-2-fluorophenyl)-piperazine). Procedure: Combine 2,6-difluorobenzenaldehyde (7.48 g, 52.3 mmol) and 1-(2-phenylethyl)-piperazine (10.94 g, 57.5 mmol)[evolution of heat]. Add dry dimethylformamide (55 mL) and potassium carbonate (7.95 g, 57.5 mmol). With stirring, heat the reaction at 75°-85° C. for 7 hours under nitrogen. Add ice water (200 mL) and extract the reaction with ether (250 mL). Wash the organic extract with brine (2×50 mL), dry over anhydrous magnesium sulfate, filter and concentrate under vacuum to yield a brown oil which ...